This data is from the Open Reaction Database (ORD), a public repository of structured organic reaction records. The task is: describe an organic reaction: reactants, conditions, products, and yield The reactants are C=Cc1cncc(N2CC3CCN(C(=O)OC(C)(C)C)C3C2)c1, ClCCl, O=C(O)C(F)(F)F. The product is C=Cc1cncc(N2CC3CCNC3C2)c1. Reaction SMILES: [CH:1](=[CH2:2])[c:3]1[cH:4][c:5]([N:9]2[CH2:10][CH:11]3[N:12]([C:17]([O:18][C:19]([CH3:20])([CH3:21])[CH3:22])=[O:23])[CH2:13][CH2:14][CH:15]3[CH2:16]2)[cH:6][n:7][cH:8]1.[Cl:31][CH2:32][Cl:33].[OH:24][C:25]([C:26]([F:27])([F:28])[F:29])=[O:30]>>[CH:1](=[CH2:2])[c:3]1[cH:4][c:5]([N:9]2[CH2:10][CH:11]3[NH:12][CH2:13][CH2:14][CH:15]3[CH2:16]2)[cH:6][n:7][cH:8]1. The reactants are [Al+3], [H-], [H-], [H-], [H-], [Li+], [Na+], C1CCOC1, [OH-], O, CC(O)(C#Cc1ccc(S(=O)(=O)c2ccccc2)cc1)C(F)(F)F. Yields the product CC(O)(C=Cc1ccc(S(=O)(=O)c2ccccc2)cc1)C(F)(F)F. RXN SMILES: [Al+3:26].[H-:25].[H-:28].[H-:29].[H-:30].[Li+:27].[Na+:33].[O:34]1[CH2:35][CH2:36][CH2:37][CH2:38]1.[OH-:32].[OH2:31].[c:1]1([S:7](=[O:8])(=[O:9])[c:10]2[cH:11][cH:12][c:13]([C:16]#[C:17][C:18]([C:19]([F:20])([F:21])[F:22])([CH3:23])[OH:24])[cH:14][cH:15]2)[cH:2][cH:3][cH:4][cH:5][cH:6]1>>[c:1]1([S:7](=[O:8])(=[O:9])[c:10]2[cH:11][cH:12][c:13]([CH:16]=[CH:17][C:18]([C:19]([F:20])([F:21])[F:22])([CH3:23])[OH:24])[cH:14][cH:15]2)[cH:2][cH:3][cH:4][cH:5][cH:6]1. Reactants: C(C)O (ethanol), O=C1CC2=C(SC3=C1C=CC=C3)C=CC(=C2)C(C(=O)N)C (2-(10,11-dihydro-10-oxodibenzo[b,f]-thiepin-2-yl)-propionamide), C(C)O (ethanol), [OH-].[K+] (potassium hydroxide). Run in O (water), O (water). Reaction conditions: time 6 hour. Yields the product O=C1CC2=C(SC3=C1C=CC=C3)C=CC(=C2)C(C(=O)O)C (2-(10,11-dihydro-10-oxodibenzo[b,f]thiepin-2-yl)-propionic acid). Yield: 64.0%. Reaction SMILES: [O:1]=[C:2]1[C:8]2[CH:9]=[CH:10][CH:11]=[CH:12][C:7]=2[S:6][C:5]2[CH:13]=[CH:14][C:15]([CH:17]([CH3:21])[C:18](N)=[O:19])=[CH:16][C:4]=2[CH2:3]1.C([OH:24])C.[OH-].[K+]>O>[O:1]=[C:2]1[C:8]2[CH:9]=[CH:10][CH:11]=[CH:12][C:7]=2[S:6][C:5]2[CH:13]=[CH:14][C:15]([CH:17]([CH3:21])[C:18]([OH:24])=[O:19])=[CH:16][C:4]=2[CH2:3]1 |f:2.3|. Procedure details: To a mixture of 150 mg of 2-(10,11-dihydro-10-oxodibenzo[b,f]-thiepin-2-yl)-propionamide and 2 ml of ethanol was added 400 mg of potassium hydroxide in 2 ml of water, and the mixture was refluxed with stirring for 6 hours. After the completion of the reaction, ethanol was removed by distillation to obtain a residue to which was added water. The residue was washed with ethyl acetate, and an alkaline layer was acidified with hydrochloric acid and extracted with ethyl acetate. The extract was washe... Yields the product C(C)OC(=O)CN(C(=O)C1=NC=CC=C1C(C1=CC=C(C=C1)C(N(C)CC(=O)OCC)=O)=O)C (N-ethoxycarbonylmethyl-3-[4-(N-ethoxycarbonylmethyl-N-methylcarbamoyl)benzoyl]-N-methyl-2-pyridinecarboxamide). The reactants are C(=O)(O)C1=CC=C(C(=O)C=2C(=NC=CC2)C(=O)O)C=C1 (3-(4-carboxybenzoyl)-2-pyridinecarboxylic acid), C(C)OC(CNC)=O (N-methylglycine ethylester). As a reaction SMILES: [C:1]([C:4]1[CH:20]=[CH:19][C:7]([C:8]([C:10]2[C:11]([C:16]([OH:18])=O)=[N:12][CH:13]=[CH:14][CH:15]=2)=[O:9])=[CH:6][CH:5]=1)([OH:3])=O.[CH2:21]([O:23][C:24](=[O:28])[CH2:25][NH:26][CH3:27])[CH3:22]>>[CH2:21]([O:23][C:24]([CH2:25][N:26]([CH3:27])[C:16]([C:11]1[C:10]([C:8](=[O:9])[C:7]2[CH:6]=[CH:5][C:4]([C:1](=[O:3])[N:26]([CH2:25][C:24]([O:23][CH2:21][CH3:22])=[O:28])[CH3:27])=[CH:20][CH:19]=2)=[CH:15][CH:14]=[CH:13][N:12]=1)=[O:18])=[O:28])[CH3:22]. Reported procedure: Using the compound obtained in Step 1 (1.46 g) and N-methylglycine ethylester (3.0), substantially the same reaction and work-up as in Reference Example 2-Step 2 were conducted to give N-ethoxycarbonylmethyl-3-[4-(N-ethoxycarbonylmethyl-N-methylcarbamoyl)benzoyl]-N-methyl-2-pyridinecarboxamide as a colorless oil (2.5 g) Reactants: C(C)(C)C1OC2=C(NC1=O)C=CC=C2 (2-isopropyl-2H-1,4-benzoxazin-3(4H)-one), [H-].[Na+] (sodium hydride), BrCC(=O)OC (methyl bromoacetate). Run in CN(C=O)C (N,N-dimethylformamide), CN(C=O)C (N,N-dimethylformamide), O (water). The product is C(C)(C)C1OC2=C(N(C1=O)CC(=O)OC)C=CC=C2 (methyl 3,4-dihydro-2-isopropyl-3-oxo-2H-1,4-benzoxazine-4-acetate). RXN SMILES: [CH:1]([CH:4]1[C:9](=[O:10])[NH:8][C:7]2[CH:11]=[CH:12][CH:13]=[CH:14][C:6]=2[O:5]1)([CH3:3])[CH3:2].[H-].[Na+].Br[CH2:18][C:19]([O:21][CH3:22])=[O:20]>CN(C)C=O.O>[CH:1]([CH:4]1[C:9](=[O:10])[N:8]([CH2:18][C:19]([O:21][CH3:22])=[O:20])[C:7]2[CH:11]=[CH:12][CH:13]=[CH:14][C:6]=2[O:5]1)([CH3:3])[CH3:2] |f:1.2|. Procedure details: To a solution of 2-isopropyl-2H-1,4-benzoxazin-3(4H)-one (19.1 g) in N,N-dimethylformamide (200 ml), sodium hydride (60% in oil, 4.0 g) was added and stirred at room temperature for 30 minutes, to which a solution of methyl bromoacetate (10 ml) in N,N-dimethylformamide (200 ml) was added dropwise with ice-cooling. After stirring with ice-cooling for 1 hour, the reaction mixture was diluted with water and subjected to extraction with ethyl acetate. The extract was washed with water, dried (MgSO4)...